From a dataset of the Open Reaction Database (ORD), a public repository of structured organic reaction records. describe an organic reaction: reactants, conditions, products, and yield Starting materials: FC1=C(C(=C(C=C1OC)OC)F)C1=NC=C2C(=N1)NN=C2I (6-(2,6-difluoro-3,5-dimethoxyphenyl)-3-iodo-1H-pyrazolo[3,4-d]pyrimidine), CC1(OB(OC1(C)C)C1=CC=C2CCN(CC2=C1)C(=O)OC(C)(C)C)C (tert-butyl 7-(4,4,5,5-tetramethyl-1,3,2-dioxaborolan-2-yl)-3,4-dihydroisoquinoline-2(1H)-carboxylate), ClCCl (dichloromethane), P(=O)([O-])([O-])[O-].[K+].[K+].[K+] (potassium phosphate). The solvent is O1CCOCC1 (1,4-dioxane), O (water). Run at temperature 115 celsius, time 3 hour. The product is FC1=C(C(=C(C=C1OC)OC)F)C1=NC=C2C(=N1)NN=C2C2=CC=C1CCN(CC1=C2)C(=O)OC(C)(C)C (tert-butyl 7-[6-(2,6-difluoro-3,5-dimethoxyphenyl)-1H-pyrazolo[3,4-d]pyrimidin-3-yl]-3,4-dihydroisoquinoline-2(1H)-carboxylate). Reaction SMILES: [F:1][C:2]1[C:7]([O:8][CH3:9])=[CH:6][C:5]([O:10][CH3:11])=[C:4]([F:12])[C:3]=1[C:13]1[N:18]=[C:17]2[NH:19][N:20]=[C:21](I)[C:16]2=[CH:15][N:14]=1.CC1(C)C(C)(C)OB([C:31]2[CH:40]=[C:39]3[C:34]([CH2:35][CH2:36][N:37]([C:41]([O:43][C:44]([CH3:47])([CH3:46])[CH3:45])=[O:42])[CH2:38]3)=[CH:33][CH:32]=2)O1.ClCCl.P([O-])([O-])([O-])=O.[K+].[K+].[K+]>O1CCOCC1.O>[F:1][C:2]1[C:7]([O:8][CH3:9])=[CH:6][C:5]([O:10][CH3:11])=[C:4]([F:12])[C:3]=1[C:13]1[N:18]=[C:17]2[NH:19][N:20]=[C:21]([C:31]3[CH:40]=[C:39]4[C:34]([CH2:35][CH2:36][N:37]([C:41]([O:43][C:44]([CH3:47])([CH3:46])[CH3:45])=[O:42])[CH2:38]4)=[CH:33][CH:32]=3)[C:16]2=[CH:15][N:14]=1 |f:3.4.5.6|. Procedure details: A mixture of 6-(2,6-difluoro-3,5-dimethoxyphenyl)-3-iodo-1H-pyrazolo[3,4-d]pyrimidine (16.7 mg, 0.0400 mmol), tert-butyl 7-(4,4,5,5-tetramethyl-1,3,2-dioxaborolan-2-yl)-3,4-dihydroisoquinoline-2(1H)-carboxylate (17.96 mg, 0.05000 mmol), [1,1′-bis(diphenylphosphino)ferrocene]dichloropalladium(II) complex with dichloromethane (1:1) (2.0 mg, 0.0024 mmol) and potassium phosphate (25.5 mg, 0.120 mmol) in 1,4-dioxane (0.50 mL) and water (0.15 mL) in a reaction vial was sealed, and degassed and recharg... The reactants are COC(C1=C(C=C(C(=C1)Cl)N)O)=O (4-amino-5-chloro-2-hydroxybenzoic acid methyl ester), [H-].[Na+] (sodium hydride), COC(C1=C(C=C(C(=C1)Cl)N)O)=O (4-amino-5-chloro-2-hydroxybenzoic acid methyl ester), ClCC(=O)N(CC)CC (2-Chloro-N,N-diethylacetamide), ice water. Solvent: CN(C=O)C (dimethylformamide). Conditions: time 30 minute. The product is COC(C1=C(C=C(C(=C1)Cl)N)OCC(=O)N(CC)CC)=O (4-amino-5-chloro-2-[2-(diethylamino)-2-oxoethoxy]benzoic acid methyl ester). Yield: 91.7%. RXN SMILES: [H-].[Na+].[CH3:3][O:4][C:5](=[O:15])[C:6]1[CH:11]=[C:10]([Cl:12])[C:9]([NH2:13])=[CH:8][C:7]=1[OH:14].Cl[CH2:17][C:18]([N:20]([CH2:23][CH3:24])[CH2:21][CH3:22])=[O:19]>CN(C)C=O>[CH3:3][O:4][C:5](=[O:15])[C:6]1[CH:11]=[C:10]([Cl:12])[C:9]([NH2:13])=[CH:8][C:7]=1[O:14][CH2:17][C:18]([N:20]([CH2:23][CH3:24])[CH2:21][CH3:22])=[O:19] |f:0.1|. Procedure: A cooled (0° C.) suspension of 60% sodium hydride/oil dispersion (1.40 g, 0.035 mole) in anhydrous dimethylformamide (60 ml) under nitrogen was treated in portions with 4-amino-5-chloro-2-hydroxybenzoic acid methyl ester (6.05 g, 0.030 mole) and stirred for 30 minutes at room temperature. 2-Chloro-N,N-diethylacetamide (5.40 g, 0.036 mole) was added, and the mixture was stirred at 100°-110° C. for 3 hours until gas chromatography indicated absence of 4-amino-5-chloro-2-hydroxybenzoic acid methyl ... Starting materials: BrC1=C(C(=CC(=C1)I)C(C)(C)C)OC (1-bromo-3-tert-butyl-5-iodo-2-methoxybenzene), CC1(OB(OC1(C)C)C1=C(C=C(C=C1)F)F)C (2-(4,4,5,5-tetramethyl-1,3,2-dioxaborolan-2-yl)-1,5-difluorobenzene). The product is BrC=1C=C(C=C(C1OC)C(C)(C)C)C1=C(C=C(C=C1)F)F (3′-bromo-5′-tert-butyl-2,4-difluoro-4′-methoxybiphenyl). Reaction SMILES: [Br:1][C:2]1[CH:7]=[C:6](I)[CH:5]=[C:4]([C:9]([CH3:12])([CH3:11])[CH3:10])[C:3]=1[O:13][CH3:14].CC1(C)C(C)(C)OB([C:23]2[CH:28]=[CH:27][C:26]([F:29])=[CH:25][C:24]=2[F:30])O1>>[Br:1][C:2]1[CH:7]=[C:6]([C:23]2[CH:28]=[CH:27][C:26]([F:29])=[CH:25][C:24]=2[F:30])[CH:5]=[C:4]([C:9]([CH3:12])([CH3:11])[CH3:10])[C:3]=1[O:13][CH3:14]. Reported procedure: The product from Example 1 Part A (0.185 g, 0.501 mmol) and 2-(4,4,5,5-tetramethyl-1,3,2-dioxaborolan-2-yl)-1,5-difluorobenzene (0.120 g, 0.501 mmol) were reacted in the same manner as Example 1 Part B for 16 hours. The crude product was purified on an Isco 12 g silica cartridge eluting with 5% ethyl acetate in hexane to give the title compound. The reactants are FC1=CC=C(C=C1)C(C(C1=CC=NC=C1)O[Si](C)(C)C(C)(C)C)=O (1-(4-Fluorophenyl)-2-t-butyldimethylsiloxy-2-(4-pyridyl)ethanone), NC1=NC(=CC=C1)N (2,6-diaminopyridine), O.C1(=CC=C(C=C1)S(=O)(=O)O)C (p-toluenesulfonic acid monohydrate). Solvent: C=1(C(=CC=CC1)C)C (xylene). Reaction conditions: temperature 135 celsius, time 1 hour. Product: NC1=CC=C2C(=C(NC2=N1)C1=CC=C(C=C1)F)C1=CC=NC=C1 (6-Amino-3-(4-pyridyl)-2-(4-fluorophenyl)-7-aza-indole). As a reaction SMILES: [F:1][C:2]1[CH:7]=[CH:6][C:5]([C:8](=O)[CH:9](O[Si](C(C)(C)C)(C)C)[C:10]2[CH:15]=[CH:14][N:13]=[CH:12][CH:11]=2)=[CH:4][CH:3]=1.[NH2:25][C:26]1[CH:31]=[CH:30][CH:29]=[C:28]([NH2:32])[N:27]=1.O.C1(C)C=CC(S(O)(=O)=O)=CC=1>C1(C)C(C)=CC=CC=1>[NH2:32][C:28]1[N:27]=[C:26]2[C:31]([C:9]([C:10]3[CH:11]=[CH:12][N:13]=[CH:14][CH:15]=3)=[C:8]([C:5]3[CH:4]=[CH:3][C:2]([F:1])=[CH:7][CH:6]=3)[NH:25]2)=[CH:30][CH:29]=1 |f:2.3|. Procedure details: 1-(4-Fluorophenyl)-2-t-butyldimethylsiloxy-2-(4-pyridyl)ethanone (16) (3.45 g, 10.0 mmol), 2,6-diaminopyridine (1.09 g, 10.0 mmol), p-toluenesulfonic acid monohydrate (13.3 g, 70.0 mmol), and xylene (140 mL) were warmed to 60° C. under argon (note: all condensation reactions of this type were conducted behind an explosion shield). After 1 h at 60° C., the reaction was warmed to 135° C. for 3 h. After allowing the reaction to cool to 23° C., the top layer of xylene and p-toluenesulfonic acid was ... The reactants are CC(C)(C)OC(N)=O, CCN(C(C)C)C(C)C, O=C(Cl)Oc1ccc([N+](=O)[O-])cc1, Nc1cc(N2CCNCC2)c2ccc(Cl)cc2n1, O=C(O)C(F)(F)F, NC1CCCCN(C(=O)NC2CCC2)C1=O. Product: Nc1cc(N2CCN(C(=O)NC3CCCCN(C(=O)NC4CCC4)C3=O)CC2)c2ccc(Cl)cc2n1. As a reaction SMILES: [CH3:17][C:18]([O:19][C:20](=[O:21])[NH2:22])([CH3:23])[CH3:24].[CH:45]([N:46]([CH:47]([CH3:48])[CH3:49])[CH2:50][CH3:51])([CH3:52])[CH3:53].[Cl:32][C:33]([O:34][c:35]1[cH:36][cH:37][c:38]([N+:39]([O-:40])=[O:41])[cH:42][cH:43]1)=[O:44].[Cl:54][c:55]1[cH:56][cH:57][c:58]2[c:59]([N:66]3[CH2:67][CH2:68][NH:69][CH2:70][CH2:71]3)[cH:60][c:61]([NH2:65])[n:62][c:63]2[cH:64]1.[F:25][C:26]([C:27]([OH:29])=[O:31])([F:28])[F:30].[NH2:1][CH:2]1[C:3](=[O:16])[N:4]([C:9](=[O:10])[NH:11][CH:12]2[CH2:13][CH2:14][CH2:15]2)[CH2:5][CH2:6][CH2:7][CH2:8]1>>[NH:1]([CH:2]1[C:3](=[O:16])[N:4]([C:9](=[O:10])[NH:11][CH:12]2[CH2:13][CH2:14][CH2:15]2)[CH2:5][CH2:6][CH2:7][CH2:8]1)[C:27](=[O:29])[N:69]1[CH2:68][CH2:67][N:66]([c:59]2[c:58]3[cH:57][cH:56][c:55]([Cl:54])[cH:64][c:63]3[n:62][c:61]([NH2:65])[cH:60]2)[CH2:71][CH2:70]1. Reactants: CC1CN(Cc2ccc(C(C)(C)C(=O)O)cc2)CC(C)N1C(=O)OC(C)(C)C, C(=NC1CCCCC1)=NC1CCCCC1, ClCCl, Fc1ccc(NC2CCNCC2)cc1, CN(C)C=O, On1nnc2ccccc21. Yields the product CC1CN(Cc2ccc(C(C)(C)C(=O)N3CCC(Nc4ccc(F)cc4)CC3)cc2)CC(C)N1C(=O)OC(C)(C)C. RXN SMILES: [CH3:1][C:2]([CH3:3])([CH3:4])[O:5][C:6](=[O:7])[N:8]1[CH:9]([CH3:28])[CH2:10][N:11]([CH2:15][c:16]2[cH:17][cH:18][c:19]([C:22]([C:23](=[O:24])[OH:25])([CH3:26])[CH3:27])[cH:20][cH:21]2)[CH2:12][CH:13]1[CH3:14].[CH:29]1([N:30]=[C:31]=[N:32][CH:33]2[CH2:34][CH2:35][CH2:36][CH2:37][CH2:38]2)[CH2:39][CH2:40][CH2:41][CH2:42][CH2:43]1.[Cl:73][CH2:74][Cl:75].[F:54][c:55]1[cH:56][cH:57][c:58]([NH:61][CH:62]2[CH2:63][CH2:64][NH:65][CH2:66][CH2:67]2)[cH:59][cH:60]1.[O:68]=[CH:69][N:70]([CH3:71])[CH3:72].[OH:44][n:45]1[c:46]2[cH:47][cH:48][cH:49][cH:50][c:51]2[n:52][n:53]1>>[CH3:1][C:2]([CH3:3])([CH3:4])[O:5][C:6](=[O:7])[N:8]1[CH:9]([CH3:28])[CH2:10][N:11]([CH2:15][c:16]2[cH:17][cH:18][c:19]([C:22]([C:23](=[O:25])[N:65]3[CH2:64][CH2:63][CH:62]([NH:61][c:58]4[cH:57][cH:56][c:55]([F:54])[cH:60][cH:59]4)[CH2:67][CH2:66]3)([CH3:26])[CH3:27])[cH:20][cH:21]2)[CH2:12][CH:13]1[CH3:14]. Reagents/catalysts: OOC(C)(C)C. The reactants are N1=CC(=NC2=CC=CC=C12)C, [Zn].O=S(O)C(C)C. The product is N=1C=2C=CC=CC2N=C(C1C)C(C)C. Run at temperature 50 celsius, time 18 hour. Isolated yield 43.0%. The solvent is O, O=S(C)C. Reactants: Nc1cccc(-c2c(C(=O)c3ccccc3)cnc3c(C(F)(F)F)cccc23)c1, O=S(=O)(Cl)c1ccccc1. Product: O=C(c1ccccc1)c1cnc2c(C(F)(F)F)cccc2c1-c1cccc(NS(=O)(=O)c2ccccc2)c1. Reaction SMILES: [NH2:1][c:2]1[cH:3][c:4](-[c:8]2[c:9]([C:22](=[O:23])[c:24]3[cH:25][cH:26][cH:27][cH:28][cH:29]3)[cH:10][n:11][c:12]3[c:13]([C:18]([F:19])([F:20])[F:21])[cH:14][cH:15][cH:16][c:17]23)[cH:5][cH:6][cH:7]1.[c:30]1([S:36](=[O:37])(=[O:38])[Cl:39])[cH:31][cH:32][cH:33][cH:34][cH:35]1>>[NH:1]([c:2]1[cH:3][c:4](-[c:8]2[c:9]([C:22](=[O:23])[c:24]3[cH:25][cH:26][cH:27][cH:28][cH:29]3)[cH:10][n:11][c:12]3[c:13]([C:18]([F:19])([F:20])[F:21])[cH:14][cH:15][cH:16][c:17]23)[cH:5][cH:6][cH:7]1)[S:36]([c:30]1[cH:31][cH:32][cH:33][cH:34][cH:35]1)(=[O:37])=[O:38]. The reactants are O=C(O)[C@@H](N)CC1=CC=C(O)C(O)=C1 (dopa), C1C(NC2=CC(=O)C(=O)C=C21)C(=O)O (dopachrome). Product: C1=CC(=C(C=C1CC(C(=O)O)N)O)O (DL-dihydroxyphenylalanine). RXN SMILES: [O:1]=[C:2]([C@H:4]([CH2:6][C:7]1[CH:14]=[C:12]([OH:13])[C:10]([OH:11])=[CH:9][CH:8]=1)[NH2:5])[OH:3].C1C2C(=CC(C(C=2)=O)=O)NC1C(O)=O>>[CH:8]1[C:7]([CH2:6][CH:4]([NH2:5])[C:2]([OH:3])=[O:1])=[CH:14][C:12]([OH:13])=[C:10]([OH:11])[CH:9]=1. Procedure details: The autoxidation of dopa, i.e. a dopachrome formation without enzyme participation, is not found at pH=6.5 in the observed period. The reactants are O=C1CCc2cc(Br)ccc2N1, CCBr, Cl, CN(C)C=O. Yields the product CCN1C(=O)CCc2cc(Br)ccc21. Reaction SMILES: [Br:1][c:2]1[cH:3][c:4]2[c:9]([cH:10][cH:11]1)[NH:8][C:7](=[O:12])[CH2:6][CH2:5]2.[CH2:13]([CH3:14])[Br:15].[ClH:21].[O:16]=[CH:17][N:18]([CH3:19])[CH3:20]>>[Br:1][c:2]1[cH:3][c:4]2[c:9]([cH:10][cH:11]1)[N:8]([CH2:13][CH3:14])[C:7](=[O:12])[CH2:6][CH2:5]2.